From a dataset of the Open Reaction Database (ORD), a public repository of structured organic reaction records. describe an organic reaction: reactants, conditions, products, and yield Reactants: Cl (hydrochloride), C(C1=CC=CC=C1)N1C[C@@H]([C@H](CC1)[C@H](C)OC1=NC=C(C=C1)Cl)C1=CC=C(C=C1)Cl (2-{(S)-1-[(3S,4S)-1-Benzyl-3-(4-chloro-phenyl)-piperidin-4-yl]-ethoxy}-5-chloro-pyridine), Cl (HCl), ClC=1C=CC(=NC1)OCC1C(CNCC1)C1=CC=C(C=C1)Cl (5-chloro-2-[(3RS, 4RS)-3-(4-chloro-phenyl)-piperidin-4-ylmethoxy]-pyridine). The product is ClC=1C=CC(=NC1)O[C@@H](C)[C@@H]1[C@H](CNCC1)C1=CC=C(C=C1)Cl (5-Chloro-2-{(S)-1-[(3S,45)-3-(4-chloro-phenyl)-piperidin-4-yl]-ethoxy}-pyridine). RXN SMILES: ClC1C=CC(OCC2CCNCC2C2C=CC(Cl)=CC=2)=NC=1.Cl.C([N:31]1[CH2:36][CH2:35][C@H:34]([C@@H:37]([O:39][C:40]2[CH:45]=[CH:44][C:43]([Cl:46])=[CH:42][N:41]=2)[CH3:38])[C@@H:33]([C:47]2[CH:52]=[CH:51][C:50]([Cl:53])=[CH:49][CH:48]=2)[CH2:32]1)C1C=CC=CC=1>>[Cl:46][C:43]1[CH:44]=[CH:45][C:40]([O:39][C@H:37]([C@H:34]2[CH2:35][CH2:36][NH:31][CH2:32][C@@H:33]2[C:47]2[CH:48]=[CH:49][C:50]([Cl:53])=[CH:51][CH:52]=2)[CH3:38])=[N:41][CH:42]=1. Reported procedure: In analogy to the procedure described for the synthesis of 5-chloro-2-[(3RS, 4RS)-3-(4-chloro-phenyl)-piperidin-4-ylmethoxy]-pyridine; hydrochloride (example 1, step h) the title compound was prepared from 2-{(S)-1-[(3S,4S)-1-Benzyl-3-(4-chloro-phenyl)-piperidin-4-yl]-ethoxy}-5-chloro-pyridine as light brown foam as the respective HCl salt. MS (m/e): 351.2 [(M+H)+]. Starting materials: anhydride, C(C1=CC=CC=C1)OC(CNC([C@@H](NC(C)=O)CC1=CC=C(C=C1)N)=O)=O (Nα -Acetyl-p-Amino-L-Phenylalanyl-Glycine Benzyl Ester), C(C1=CC=CC=C1)OC(CNC([C@@H](NC(=O)OC(C)(C)C)CC1=CC=C(C=C1)[N+](=O)[O-])=O)=O (Nα -t-Butyloxycarbonyl-p-Nitro-L-Phenylalanyl-Glycine Benzyl Ester), O=C(CCCCC(=O)O)C (6-oxo-n-heptanoic acid), C27H33N3O6. Solvent: CO (methanol). RXN SMILES: C(OC(=O)CNC(=O)[C@H](CC1C=CC([N+]([O-])=O)=CC=1)NC(OC(C)(C)C)=O)C1C=CC=CC=1.[O:34]=[C:35]([CH3:43])[CH2:36][CH2:37][CH2:38][CH2:39][C:40]([OH:42])=O.[CH2:44]([O:51][C:52](=[O:70])[CH2:53][NH:54][C:55](=[O:69])[C@H:56]([CH2:61][C:62]1[CH:67]=[CH:66][C:65]([NH2:68])=[CH:64][CH:63]=1)[NH:57][C:58](=[O:60])[CH3:59])[C:45]1[CH:50]=[CH:49][CH:48]=[CH:47][CH:46]=1>CO>[CH2:44]([O:51][C:52](=[O:70])[CH2:53][NH:54][C:55](=[O:69])[C@H:56]([CH2:61][C:62]1[CH:67]=[CH:66][C:65]([NH:68][C:40](=[O:42])[CH2:39][CH2:38][CH2:37][CH2:36][C:35](=[O:34])[CH3:43])=[CH:64][CH:63]=1)[NH:57][C:58](=[O:60])[CH3:59])[C:45]1[CH:50]=[CH:49][CH:48]=[CH:47][CH:46]=1. Reported procedure: The mixed anhydride coupling was performed as described for the synthesis of compound 13 with 6-oxo-n-heptanoic acid (97 mg, 0.67 mmol) and the product from above, compound 15 (238 mg, 0.67 mmol). Each component was dissolved in 10 ml of dry tetrahydrofaran. Yield 111 mg (34%), mp 177.5°-180.5° C., [α]D25 =+19.5 (c.=1.4, methanol). Anal. calc. for C27H33N3O6 (493.58): C, 65.44; H, 6.71; N, 8.48. Found: C, 65.46; H, 6.74; N, 8.61. Product: C(C1=CC=CC=C1)OC(CNC([C@@H](NC(C)=O)CC1=CC=C(C=C1)NC(CCCCC(C)=O)=O)=O)=O (Nα -Acetyl-p-(6-Oxo-n-Heptanoylamino)-L-Phenylalanyl-Glycine Benzyl Ester). Reactants: C([O-])(O)=O.[Na+] (sodium bicarbonate), N1=CC=CC=C1 (pyridine), P(Cl)(Cl)(Cl)(Cl)Cl (phosphorus pentachloride), C1(=CC=CC=C1)CC(=O)N[C@H]1[C@@H]2N(C(=C(CS2)S\C=C/C(=O)OC)C(=O)OCC2=CC=C(C=C2)OC)C1=O (4-methoxybenzyl 7β-phenylacetamido-3-[(Z)-2-methoxycarbonylvinylthio]-3-cephem-4-carboxylate). Solvent: ClCCl (dichloromethane), CO (methanol), O (water). Conditions: time 1 hour. Yields the product N[C@H]1[C@@H]2N(C(=C(CS2)S\C=C/C(=O)OC)C(=O)OCC2=CC=C(C=C2)OC)C1=O (4-methoxybenzyl 7β-amino-3-[(Z)-2-methoxycarbonylvinylthio]-3-cephem-4-carboxylate). Isolated yield 73.6%. Reaction SMILES: C1(CC([NH:10][C@@H:11]2[C:37](=[O:38])[N:13]3[C:14]([C:25]([O:27][CH2:28][C:29]4[CH:34]=[CH:33][C:32]([O:35][CH3:36])=[CH:31][CH:30]=4)=[O:26])=[C:15]([S:18]/[CH:19]=[CH:20]\[C:21]([O:23][CH3:24])=[O:22])[CH2:16][S:17][C@H:12]23)=O)C=CC=CC=1.N1C=CC=CC=1.P(Cl)(Cl)(Cl)(Cl)Cl.C(=O)(O)[O-].[Na+]>ClCCl.O.CO>[NH2:10][C@@H:11]1[C:37](=[O:38])[N:13]2[C:14]([C:25]([O:27][CH2:28][C:29]3[CH:30]=[CH:31][C:32]([O:35][CH3:36])=[CH:33][CH:34]=3)=[O:26])=[C:15]([S:18]/[CH:19]=[CH:20]\[C:21]([O:23][CH3:24])=[O:22])[CH2:16][S:17][C@H:12]12 |f:3.4|. Reported procedure: To a cooled (0° C.) solution of 18.3 g (33.0 mM) of 4-methoxybenzyl 7β-phenylacetamido-3-[(Z)-2-methoxycarbonylvinylthio]-3-cephem-4-carboxylate in 200 ml of dry dichloromethane were added 7.82 g (99.0 mM) of pyridine and 13.7 g (65.8 mM) of phosphorus pentachloride, and the reaction temperature was raised to room temperature for a period of 30 minutes, and the mixture was stirred at the same temperature for 1 hour. To the cooled (-50° C.) reaction solution was added 100 ml of dry methanol, and ... Reactants: Cl.N[C@H]1CC[C@H](CC1)NC(=O)C1=C(NC2=C1N=CN=C2C2=C(C=CC(=C2)CC)OCC2CC2)C (N-(cis-4-aminocyclohexyl)-4-[2-(cyclopropyl methoxy)-5-ethylphenyl]-6-methyl-5H-pyrrolo[3,2-d]pyrimidine-7-carboxamide hydrochloride), C(CC)(=O)Cl (propionyl chloride). The product is C1(CC1)COC1=C(C=C(C=C1)CC)C=1C2=C(N=CN1)C(=C(N2)C)C(=O)N[C@@H]2CC[C@@H](CC2)NC(CC)=O (4-[2-(Cyclopropylmethoxy)-5-ethylphenyl]-6-methyl-N-[cis-4-(propanoylamino)cyclohexyl]-5H-pyrrolo[3,2-d]pyrimidine-7-carboxamide). RXN SMILES: Cl.[NH2:2][C@@H:3]1[CH2:8][CH2:7][C@H:6]([NH:9][C:10]([C:12]2[C:16]3[N:17]=[CH:18][N:19]=[C:20]([C:21]4[CH:26]=[C:25]([CH2:27][CH3:28])[CH:24]=[CH:23][C:22]=4[O:29][CH2:30][CH:31]4[CH2:33][CH2:32]4)[C:15]=3[NH:14][C:13]=2[CH3:34])=[O:11])[CH2:5][CH2:4]1.[C:35](Cl)(=[O:38])[CH2:36][CH3:37]>>[CH:31]1([CH2:30][O:29][C:22]2[CH:23]=[CH:24][C:25]([CH2:27][CH3:28])=[CH:26][C:21]=2[C:20]2[C:15]3[NH:14][C:13]([CH3:34])=[C:12]([C:10]([NH:9][C@H:6]4[CH2:7][CH2:8][C@@H:3]([NH:2][C:35](=[O:38])[CH2:36][CH3:37])[CH2:4][CH2:5]4)=[O:11])[C:16]=3[N:17]=[CH:18][N:19]=2)[CH2:32][CH2:33]1 |f:0.1|. Procedure: Starting from N-(cis-4-aminocyclohexyl)-4-[2-(cyclopropylmethoxy)-5-ethylphenyl]-6-methyl-5H-pyrrolo[3,2-d]pyrimidine-7-carboxamide hydrochloride (example D.f50) and commercially available propionyl chloride the title compound is obtained as colorless solid. The reactants are CCCCS(N)(=O)=O, CS(=O)(=O)OCC1CCN(C(=O)OCc2ccccc2)CC1, ClC(Cl)(Cl)Cl, [H-], [Na+], CN(C)C=O, O. Product: CCCCS(=O)(=O)NCC1CCN(C(=O)OCc2ccccc2)CC1. As a reaction SMILES: [CH2:1]([CH2:2][CH2:3][CH3:4])[S:5](=[O:6])(=[O:7])[NH2:8].[CH3:11][S:12]([O:13][CH2:16][CH:17]1[CH2:18][CH2:19][N:20]([C:23](=[O:24])[O:25][CH2:26][c:27]2[cH:28][cH:29][cH:30][cH:31][cH:32]2)[CH2:21][CH2:22]1)(=[O:14])=[O:15].[Cl:39][C:40]([Cl:41])([Cl:42])[Cl:43].[H-:9].[Na+:10].[O:34]=[CH:35][N:36]([CH3:37])[CH3:38].[OH2:33]>>[CH2:1]([CH2:2][CH2:3][CH3:4])[S:5](=[O:6])(=[O:7])[NH:8][CH2:16][CH:17]1[CH2:18][CH2:19][N:20]([C:23](=[O:24])[O:25][CH2:26][c:27]2[cH:28][cH:29][cH:30][cH:31][cH:32]2)[CH2:21][CH2:22]1. Reactants: solution, Cl (hydrogen chloride), C(C)(C)(C)OC(=O)N(C1=C(C(=C(C(=C1)C)OC(C)=O)C)C)C (N-t-butoxycarbonyl-N-methyl-4-acetoxy-2,3,5-trimethyl-aniline). The solvent is O1CCOCC1 (1,4-dioxane). Run at time 3 hour. The product is Cl.CNC1=C(C(=C(C(=C1)C)OC(C)=O)C)C (N-Methyl-4-acetoxy-2,3,5-trimethylaniline Hydrochloride). Reaction SMILES: [ClH:1].C(O[C:7]([N:9](C)[C:10]1[CH:15]=[C:14]([CH3:16])[C:13]([O:17][C:18](=[O:20])[CH3:19])=[C:12]([CH3:21])[C:11]=1[CH3:22])=O)(C)(C)C>O1CCOCC1>[ClH:1].[CH3:7][NH:9][C:10]1[CH:15]=[C:14]([CH3:16])[C:13]([O:17][C:18](=[O:20])[CH3:19])=[C:12]([CH3:21])[C:11]=1[CH3:22] |f:3.4|. Procedure details: A mixture prepared by adding 100 ml of a 4N solution of hydrogen chloride in 1,4-dioxane to 5.45 g of N-t-butoxycarbonyl-N-methyl-4-acetoxy-2,3,5-trimethyl-aniline [prepared as described in step (g) above] at room temperature was stirred for 3 hours. At the end of this time, the reaction mixture was freed from the solvent by distillation under reduced pressure, and the resulting residue was triturated with diisopropyl ether. The crystals thus obtained were collected by filtration, after which th... The reactants are CS(=O)(=O)Cl, Nc1cccc2cccnc12, c1ccncc1. Product: CS(=O)(=O)Nc1cccc2cccnc12. RXN SMILES: [CH3:12][S:13](=[O:14])(=[O:15])[Cl:16].[NH2:1][c:2]1[cH:3][cH:4][cH:5][c:6]2[cH:7][cH:8][cH:9][n:10][c:11]12.[cH:17]1[cH:18][cH:19][n:20][cH:21][cH:22]1>>[NH:1]([c:2]1[cH:3][cH:4][cH:5][c:6]2[cH:7][cH:8][cH:9][n:10][c:11]12)[S:13]([CH3:12])(=[O:14])=[O:15]. Starting materials: C(O)([O-])=O.[Na+] (sodium hydrogen carbonate), C(O)([O-])=O.[Na+] (Sodium hydrogen carbonate), O1C(=NC2=C1C=CC=C2)N2[C@@H](CCCC2)C(=O)N[C@@H]2CNCC2 ((2S)-1-(1,3-benzoxazol-2-yl)-N2-[(3S)-pyrrolidin-3-yl]-2-piperidinecarboxamide), BrC1=NC=CC=C1 (2-bromopyridine). Run in C(C)#N (acetonitrile). Conditions: temperature 75 celsius. Product: C(C)NCC (diethylamine), O1C(=NC2=C1C=CC=C2)N2[C@@H](CCCC2)C(=O)N[C@@H]2CN(CC2)C2=NC=CC=C2 ((2S)-1-(1,3-benzoxazol-2-yl)-N2-[(3S)-1-(2-pyridinyl)pyrrolidin-3-yl]-2-piperidinecarboxamide). The yield is 16.8%. As a reaction SMILES: C(=O)([O-])O.[Na+].[O:6]1[C:10]2[CH:11]=[CH:12][CH:13]=[CH:14][C:9]=2[N:8]=[C:7]1[N:15]1[CH2:20][CH2:19][CH2:18][CH2:17][C@H:16]1[C:21]([NH:23][C@H:24]1[CH2:28][CH2:27][NH:26][CH2:25]1)=[O:22].Br[C:30]1[CH:35]=[CH:34][CH:33]=[CH:32][N:31]=1>C(#N)C>[CH2:16]([NH:15][CH2:20][CH3:19])[CH3:17].[O:6]1[C:10]2[CH:11]=[CH:12][CH:13]=[CH:14][C:9]=2[N:8]=[C:7]1[N:15]1[CH2:20][CH2:19][CH2:18][CH2:17][C@H:16]1[C:21]([NH:23][C@H:24]1[CH2:28][CH2:27][N:26]([C:30]2[CH:35]=[CH:34][CH:33]=[CH:32][N:31]=2)[CH2:25]1)=[O:22] |f:0.1|. Procedure: Sodium hydrogen carbonate (28.6 mg) was added to a solution of (2S)-1-(1,3-benzoxazol-2-yl)-N2-[(3S)-pyrrolidin-3-yl]-2-piperidinecarboxamide (104.9 mg) [see Example 4] and 2-bromopyridine (52.7 mg) in acetonitrile (5 ml). The reaction mixture was heated to 75° C. for 48 hours, after which time additional sodium hydrogen carbonate (28.6 mg) was added and the mixture was heated under reflux for a further 24 hours. The solvent was removed under reduced pressure and the residue was partitioned betw...